From a dataset of the Open Reaction Database (ORD), a public repository of structured organic reaction records. describe an organic reaction: reactants, conditions, products, and yield Reactants: [S-]C#N.[NH4+] (ammonium thiocyanate), C(C1=CC=CC=C1)(=O)Cl (benzoylchloride), NC1=NNC=C1 (3-aminopyrazole). The solvent is CC(=O)C (acetone). Run at time 30 minute. Product: N1N=C(C=C1)NC(=S)NC(C1=CC=CC=C1)=O (N-[(1H-pyrazol-3-ylamino)carbonothioyl]benzamide). RXN SMILES: [S-:1][C:2]#[N:3].[NH4+].[C:5](Cl)(=[O:12])[C:6]1[CH:11]=[CH:10][CH:9]=[CH:8][CH:7]=1.[NH2:14][C:15]1[CH:19]=[CH:18][NH:17][N:16]=1>CC(C)=O>[NH:17]1[CH:18]=[CH:19][C:15]([NH:14][C:2]([NH:3][C:5](=[O:12])[C:6]2[CH:11]=[CH:10][CH:9]=[CH:8][CH:7]=2)=[S:1])=[N:16]1 |f:0.1|. Reported procedure: To a solution of ammonium thiocyanate (17.8 g, 0.234 mol) in dry acetone (200 ml) at 0° C. under nitrogen is added benzoylchloride (30 g, 0.213 mol) over a period of 15 min. The reaction mixture is stirred at rt for 30 min and filtered. To the filtrate is added 3-aminopyrazole (14.1 g, 0.17 mol) dropwise and stirred 3 h at room temperature. The solvents are removed under vacuum and the residue is purified by flash chromatography using chloroform/methanol (9/1) as eluent. N-[(1H-pyrazol-3-ylamino... Reactants: CCN(CC)CCN1CCCc2[nH]c(C=O)c(C)c2C1=O, O=C1Cc2c(CCO)cccc2N1. Yields the product CCN(CC)CCN1CCCc2[nH]c(C=C3C(=O)Nc4cccc(CCO)c43)c(C)c2C1=O. As a reaction SMILES: [CH2:1]([CH3:2])[N:3]([CH2:4][CH2:5][N:6]1[C:7](=[O:19])[c:8]2[c:9]([nH:13][c:14]([CH:17]=[O:18])[c:15]2[CH3:16])[CH2:10][CH2:11][CH2:12]1)[CH2:20][CH3:21].[OH:22][CH2:23][CH2:24][c:25]1[c:26]2[c:30]([cH:31][cH:32][cH:33]1)[NH:29][C:28](=[O:34])[CH2:27]2>>[CH2:1]([CH3:2])[N:3]([CH2:4][CH2:5][N:6]1[C:7](=[O:19])[c:8]2[c:9]([nH:13][c:14]([CH:17]=[C:27]3[c:26]4[c:25]([CH2:24][CH2:23][OH:22])[cH:33][cH:32][cH:31][c:30]4[NH:29][C:28]3=[O:34])[c:15]2[CH3:16])[CH2:10][CH2:11][CH2:12]1)[CH2:20][CH3:21]. The reactants are CS(C)=O, CCN(C(C)C)C(C)C, Cl, FC(F)(F)c1ccc(Oc2cccc(C=C3CCNCC3)c2)nc1, O=C(Nc1cnc(-c2ccccc2)cn1)Oc1ccccc1. The product is O=C(Nc1cnc(-c2ccccc2)cn1)N1CCC(=Cc2cccc(Oc3ccc(C(F)(F)F)cn3)c2)CC1. RXN SMILES: [CH3:57][S:58]([CH3:59])=[O:60].[CH:48]([N:49]([CH:50]([CH3:51])[CH3:52])[CH2:53][CH3:54])([CH3:55])[CH3:56].[ClH:1].[NH:2]1[CH2:3][CH2:4][C:5](=[CH:8][c:9]2[cH:10][c:11]([O:12][c:13]3[n:14][cH:15][c:16]([C:19]([F:20])([F:21])[F:22])[cH:17][cH:18]3)[cH:23][cH:24][cH:25]2)[CH2:6][CH2:7]1.[c:26]1(-[c:32]2[n:33][cH:34][c:35]([NH:38][C:39]([O:40][c:42]3[cH:43][cH:44][cH:45][cH:46][cH:47]3)=[O:41])[n:36][cH:37]2)[cH:27][cH:28][cH:29][cH:30][cH:31]1>>[N:2]1([C:39]([NH:38][c:35]2[cH:34][n:33][c:32](-[c:26]3[cH:27][cH:28][cH:29][cH:30][cH:31]3)[cH:37][n:36]2)=[O:40])[CH2:3][CH2:4][C:5](=[CH:8][c:9]2[cH:10][c:11]([O:12][c:13]3[n:14][cH:15][c:16]([C:19]([F:20])([F:21])[F:22])[cH:17][cH:18]3)[cH:23][cH:24][cH:25]2)[CH2:6][CH2:7]1.